From a dataset of the Open Reaction Database (ORD), a public repository of structured organic reaction records. describe an organic reaction: reactants, conditions, products, and yield The reactants are FC=1C=C(C=CC1)CN1C2=CC=CC(=C2C=2C(=CC=CC12)O)C(=O)OC (9-[(3-fluorophenyl)methyl]-4-hydroxy-5-carbomethoxy carbazole), [OH-].[NH4+] (ammonium hydroxide), Cl (HCl). The solvent is C(C)(=O)OCC (ethyl acetate), C1CCOC1 (THF). Yields the product FC=1C=C(C=CC1)CN1C2=CC=CC(=C2C=2C(=CC=CC12)O)C(N)=O (9-[(3-fluorophenyl)methyl]-4-hydroxy-5-carbamoyl carbazole). Isolated yield 45.0%. As a reaction SMILES: [F:1][C:2]1[CH:3]=[C:4]([CH2:8][N:9]2[C:21]3[CH:20]=[CH:19][CH:18]=[C:17]([OH:22])[C:16]=3[C:15]3[C:10]2=[CH:11][CH:12]=[CH:13][C:14]=3[C:23]([O:25]C)=O)[CH:5]=[CH:6][CH:7]=1.Cl.[OH-].[NH4+:29]>C1COCC1.C(OCC)(=O)C>[F:1][C:2]1[CH:3]=[C:4]([CH2:8][N:9]2[C:21]3[CH:20]=[CH:19][CH:18]=[C:17]([OH:22])[C:16]=3[C:15]3[C:10]2=[CH:11][CH:12]=[CH:13][C:14]=3[C:23](=[O:25])[NH2:29])[CH:5]=[CH:6][CH:7]=1 |f:2.3|. Procedure: A solution of the 9-[(3-fluorophenyl)methyl]-4-hydroxy-5-carbomethoxy carbazole (130.8 mg, 0.37 mM) in 5 mL THF and 20 mL concentrated aqueous ammonium hydroxide was sonicated for 5 h at 40-50° C. The mixture was diluted with ethyl acetate and acidified to pH 1 with 5 N HCl. The aqueous layer was extracted twice with ethyl acetate. The combined organic extracts were washed with saturated brine, dried over magnesium sulfate, filtered, and concentrated. The residue was purified by column chromatog... Starting materials: CN1N=CC=C1 (1-methylpyrazole), C(CCC)[Li] (n-butyl lithium), C(C)(C)(C)[Si](O[C@H]1C[C@H]2O[C@H]2CC1)(C)C (tert-butyl(dimethyl)[(1R*,3R*,6S*)-7-oxabicyclo[4.1.0]hept-3-yloxy]silane). The solvent is C1CCOC1 (THF). Product: [Si](C)(C)(C(C)(C)C)O[C@H]1C[C@@H]([C@H](CC1)O)C1=CC=NN1C ((1S*,2R*,4R*)-4-{[Tert-butyl(dimethyl)silyl]oxy}-2-(1-methyl-1H-pyrazol-5-yl)cyclohexanol). Yield: 68.5%. RXN SMILES: [CH3:1][N:2]1[CH:6]=[CH:5][CH:4]=[N:3]1.C([Li])CCC.[C:12]([Si:16]([CH3:26])([CH3:25])[O:17][C@@H:18]1[CH2:24][CH2:23][C@H:22]2[C@H:20]([O:21]2)[CH2:19]1)([CH3:15])([CH3:14])[CH3:13]>C1COCC1>[Si:16]([O:17][C@@H:18]1[CH2:24][CH2:23][C@H:22]([OH:21])[C@@H:20]([C:6]2[N:2]([CH3:1])[N:3]=[CH:4][CH:5]=2)[CH2:19]1)([C:12]([CH3:15])([CH3:14])[CH3:13])([CH3:26])[CH3:25]. Procedure: The reaction and aftertreatment were conducted in the same manner as in Example 4a by using 1-methylpyrazole (500 mg, 6.09 mmol), n-butyl lithium (2.69 M solution in hexane, 2.37 mL, 6.37 mmol), tert-butyl(dimethyl)[(1R*,3R*,6S*)-7-oxabicyclo[4.1.0]hept-3-yloxy]silane (J. Pharm. Pharmacol., 49, 835-842, 1997; 1.32 g, 5.78 mmol) and THF (30 mL), to yield the title compound (1.23 g, 69%) as a colorless solid. Starting materials: resultant mixture, C(N)([S-])=S.[NH4+] (ammonium dithiocarbamate), C(C)(C)O (isopropyl alcohol), ClCC(CC(=O)OCC)=O (ethyl 4-chloro-3-oxobutanoate). Run in O (water). Yields the product C(C)OC(=O)CC=1N=C(SC1)S (4-ethoxycarbonylmethyl-2-mercaptothiazole). Isolated yield 56.7%. As a reaction SMILES: [C:1](=[S:4])([S-:3])[NH2:2].[NH4+].C(O)(C)C.Cl[CH2:11][C:12](=O)[CH2:13][C:14]([O:16][CH2:17][CH3:18])=[O:15]>O>[CH2:17]([O:16][C:14]([CH2:13][C:12]1[N:2]=[C:1]([SH:3])[S:4][CH:11]=1)=[O:15])[CH3:18] |f:0.1|. Procedure details: To 180.0 g (1.63 mols) of ammonium dithiocarbamate was added 1.5 liters of isopropyl alcohol, the mixture was stirred and then 268.9 g (1.63 mols) of ethyl 4-chloro-3-oxobutanoate was added dropwise to the mixture. After stirring the resultant mixture for 3 hours under refluxing, 300 ml of water was added to the reaction mixture, the mixture was cooled to room temperature and crystals formed were collected by filtration under a reduced pressure to obtain crude crystals. The crude crystals were r... Starting materials: CSc1ccc(N2C(=O)NC(C)(C)C2=O)cc1C(F)(F)F, [O-][I+3]([O-])([O-])[O-], [Na+], C1CCOC1, O. Product: CS(=O)c1ccc(N2C(=O)NC(C)(C)C2=O)cc1C(F)(F)F. As a reaction SMILES: [CH3:7][C:8]1([CH3:27])[C:9](=[O:26])[N:10]([c:14]2[cH:15][c:16]([C:22]([F:23])([F:24])[F:25])[c:17]([S:20][CH3:21])[cH:18][cH:19]2)[C:11](=[O:13])[NH:12]1.[I+3:1]([O-:2])([O-:3])([O-:4])[O-:5].[Na+:6].[O:29]1[CH2:30][CH2:31][CH2:32][CH2:33]1.[OH2:28]>>[O:2]=[S:20]([c:17]1[c:16]([C:22]([F:23])([F:24])[F:25])[cH:15][c:14]([N:10]2[C:9](=[O:26])[C:8]([CH3:7])([CH3:27])[NH:12][C:11]2=[O:13])[cH:19][cH:18]1)[CH3:21]. Starting materials: C(C(=O)Cl)(=O)Cl (Oxalyl chloride), FC1=CC=C(C=C1)C(CC(=O)O)C (3-(4-fluorophenyl)butyric acid). The solvent is ClCCl (dichloromethane). Run at temperature 25 celsius, time 20 minute. Yields the product FC1=CC=C(C=C1)C(CC(=O)Cl)C (3-(4-fluorophenyl)butyryl chloride). The yield is 93.6%. RXN SMILES: [C:1](Cl)(=O)[C:2]([Cl:4])=[O:3].[F:7][C:8]1[CH:13]=[CH:12][C:11]([CH:14](C)[CH2:15]C(O)=O)=[CH:10][CH:9]=1>ClCCl>[F:7][C:8]1[CH:13]=[CH:12][C:11]([CH:14]([CH3:15])[CH2:1][C:2]([Cl:4])=[O:3])=[CH:10][CH:9]=1. Procedure: Oxalyl chloride (71 g, 48.8 ml, 0.560 mol, Aldrich) was added to a mixture of 3-(4-fluorophenyl)butyric acid (34 g, 0.187 mol) in 200 ml of dichloromethane at -5° C. After stirring for 20 min at this temperature, the solution was allowed to warm to 25° C. and stirring was continued for 2 h. The volatiles were removed by spin evaporation in vacuo with the addition of dichloromethane (4 ×) during concentration to give 35.1 g (94%) of 3-(4-fluorophenyl)butyryl chloride as a light yellow oil;